From a dataset of the Open Reaction Database (ORD), a public repository of structured organic reaction records. describe an organic reaction: reactants, conditions, products, and yield Reactants: CC(C)(C)[Si](C)(C)Cl, C1CCOC1, [Li]CCCC, Clc1ccnc2[nH]ccc12. The product is CC(C)(C)[Si](C)(C)n1ccc2c(Cl)ccnc21. As a reaction SMILES: [C:16]([CH3:17])([CH3:18])([CH3:19])[Si:20]([CH3:21])([CH3:22])[Cl:23].[CH2:24]1[O:25][CH2:26][CH2:27][CH2:28]1.[CH3:11][CH2:12][CH2:13][CH2:14][Li:15].[Cl:1][c:2]1[c:3]2[c:4]([n:5][cH:6][cH:7]1)[nH:8][cH:9][cH:10]2>>[Cl:1][c:2]1[c:3]2[c:4]([n:5][cH:6][cH:7]1)[n:8]([Si:20]([C:16]([CH3:17])([CH3:18])[CH3:19])([CH3:21])[CH3:22])[cH:9][cH:10]2. Starting materials: C(C)(C)(C)OC(NCCC1=C(NC2=CC=C(C=C12)C(C)(C=1NC=C(N1)C)C)C1=CC(=CC(=C1)C)C)=O ((2-{2-(3,5-dimethylphenyl)-5-[1-methyl-1-(4-methyl-1H-imidazol-2-yl)ethyl]-1H-indol-3-yl}ethyl)carbamic acid tert-butyl ester), C1(=CC=CC=C1)OC (anisole), FC(C(=O)O)(F)F (trifluoroacetic acid). Run at time 2 hour. The product is CC=1C=C(C=C(C1)C)C=1NC2=CC=C(C=C2C1CCN)C(C)(C=1NC=C(N1)C)C (2-{2-(3,5-Dimethylphenyl)-5-[1-methyl-1-(4-methyl-1H-imidazol-2-yl)ethyl]-1H-indol-3-yl }ethylamine). The yield is 70.6%. As a reaction SMILES: C(OC(=O)[NH:7][CH2:8][CH2:9][C:10]1[C:18]2[C:13](=[CH:14][CH:15]=[C:16]([C:19]([CH3:27])([C:21]3[NH:22][CH:23]=[C:24]([CH3:26])[N:25]=3)[CH3:20])[CH:17]=2)[NH:12][C:11]=1[C:28]1[CH:33]=[C:32]([CH3:34])[CH:31]=[C:30]([CH3:35])[CH:29]=1)(C)(C)C.C1(OC)C=CC=CC=1.FC(F)(F)C(O)=O>>[CH3:35][C:30]1[CH:29]=[C:28]([C:11]2[NH:12][C:13]3[C:18]([C:10]=2[CH2:9][CH2:8][NH2:7])=[CH:17][C:16]([C:19]([CH3:27])([C:21]2[NH:22][CH:23]=[C:24]([CH3:26])[N:25]=2)[CH3:20])=[CH:15][CH:14]=3)[CH:33]=[C:32]([CH3:34])[CH:31]=1. Reported procedure: To a solution of (2-{2-(3,5-dimethylphenyl)-5-[1-methyl-1-(4-methyl-1H-imidazol-2-yl)ethyl]-1H-indol-3-yl}ethyl)carbamic acid tert-butyl ester (353 mg in 8 mL methylene chloride) at 0° C. was added 0.56 mL anisole followed by 2.5 mL trifluoroacetic acid and the mixture stirred at room temperature. After 2 hours, the mixture was concentrated in vacuo and the residual acid removed by azeotrope with toluene. The residue was solvated in methylene chloride and washed sequentially with 0.5N sodium hyd... Reactants: C(C=C)[C@@H]1C(N([C@@H]([C@H](C1)C1=CC(=CC=C1)Cl)C1=CC=C(C=C1)Cl)[C@H](CO)CC)=O ((3S,5R,6S)-3-Allyl-5-(3-chlorophenyl)-6-(4-chlorophenyl)-1-((S)-1-hydroxybutan-2-yl)piperidin-2-one), [H-].[Na+] (sodium hydride), oil, BrCC1CC1 ((bromomethyl)cyclopropane). The solvent is CN(C)C=O (DMF). Reaction conditions: temperature 0 celsius, time 2 minute. The product is C(C=C)[C@@H]1C(N([C@@H]([C@H](C1)C1=CC(=CC=C1)Cl)C1=CC=C(C=C1)Cl)[C@@H](COCC1CC1)CC)=O ((3S,5R,6S)-3-allyl-5-(3-chlorophenyl)-6-(4-chlorophenyl)-1-((R)-1-(cyclopropylmethoxy)butan-2-yl)piperidin-2-one). RXN SMILES: [CH2:1]([C@H:4]1[CH2:9][C@H:8]([C:10]2[CH:15]=[CH:14][CH:13]=[C:12]([Cl:16])[CH:11]=2)[C@@H:7]([C:17]2[CH:22]=[CH:21][C:20]([Cl:23])=[CH:19][CH:18]=2)[N:6]([C@@H:24]([CH2:27][CH3:28])[CH2:25][OH:26])[C:5]1=[O:29])[CH:2]=[CH2:3].[H-].[Na+].Br[CH2:33][CH:34]1[CH2:36][CH2:35]1>CN(C=O)C>[CH2:1]([C@H:4]1[CH2:9][C@H:8]([C:10]2[CH:15]=[CH:14][CH:13]=[C:12]([Cl:16])[CH:11]=2)[C@@H:7]([C:17]2[CH:18]=[CH:19][C:20]([Cl:23])=[CH:21][CH:22]=2)[N:6]([C@H:24]([CH2:27][CH3:28])[CH2:25][O:26][CH2:33][CH:34]2[CH2:36][CH2:35]2)[C:5]1=[O:29])[CH:2]=[CH2:3] |f:1.2|. Reported procedure: To a solution of (3S,5R,6S)-3-Allyl-5-(3-chlorophenyl)-6-(4-chlorophenyl)-1-((S)-1-hydroxybutan-2-yl)piperidin-2-one (98 mg, 0.227 mmol) in DMF (1.10 mL) was added 60% sodium hydride in mineral oil (27.2 mg, 0.680 mmol) at 0° C. After being stirred at 0° C. for 2 min, (bromomethyl)cyclopropane (47.3 μL, 0.680 mmol) was added. The mixture was stirred at 0° C. for 2 h and then warmed to rt. Then the reaction was stirred at rt overnight. The reaction was quenched (sat aq. NH4Cl), extracted (2×EtOAc... Starting materials: crude material, CC(C)(C)N(C([O-])=O)CC1=C(C(=C(C=C1)Cl)OC1=CC(=CC(=C1)C(F)F)C#N)F (1,1-dimethylethyl[(4-chloro-3-{[3-cyano-5-(difluoromethyl)phenyl]oxy}-2-fluorophenyl)methyl]carbamate), C(=O)(C(F)(F)F)O (TFA). Run in C(Cl)Cl (DCM). Reaction conditions: time 30 minute. Yields the product FC(C(=O)O)(F)F.NCC=1C(=C(C(=CC1)Cl)OC=1C=C(C#N)C=C(C1)C(F)F)F (3-{[3-(aminomethyl)-6-chloro-2-fluorophenyl]oxy}-5-(difluoromethyl)benzonitrile trifluoroacetate). The yield is 84.3%. As a reaction SMILES: CC([N:5]([CH2:9][C:10]1[CH:15]=[CH:14][C:13]([Cl:16])=[C:12]([O:17][C:18]2[CH:23]=[C:22]([CH:24]([F:26])[F:25])[CH:21]=[C:20]([C:27]#[N:28])[CH:19]=2)[C:11]=1[F:29])C(=O)[O-])(C)C.[C:30]([OH:36])([C:32]([F:35])([F:34])[F:33])=[O:31]>C(Cl)Cl>[F:33][C:32]([F:35])([F:34])[C:30]([OH:36])=[O:31].[NH2:5][CH2:9][C:10]1[C:11]([F:29])=[C:12]([O:17][C:18]2[CH:19]=[C:20]([CH:21]=[C:22]([CH:24]([F:26])[F:25])[CH:23]=2)[C:27]#[N:28])[C:13]([Cl:16])=[CH:14][CH:15]=1 |f:3.4|. Procedure: To a solution of 1,1-dimethylethyl[(4-chloro-3-{[3-cyano-5-(difluoromethyl)phenyl]oxy}-2-fluorophenyl)methyl]carbamate (210 mg, 0.492 mmol) in DCM (10 ml) was added TFA (3.0 mL, 38.9 mmol) and the reaction mixture was stirred at RT for 30 minutes. The solvent was removed and the crude material 3-{[3-(aminomethyl)-6-chloro-2-fluorophenyl]oxy}-5-(difluoromethyl)benzonitrile trifluoroacetate (183 mg, 0.415 mmol, 84% yield) was used directly in the next step without purification. 1H NMR Yields the product C1(=CC=CC=C1)S(=O)(=O)C1=C(CC2=C(N(C3=CC=C(C=C23)F)CC(=O)O)C)C=CC(=C1)C#N ([3-(2-benzenesulfonyl-4-cyanobenzyl)-5-fluoro-2-methylindol-1-yl]acetic acid). As a reaction SMILES: C[O:2][C:3](=[O:34])[CH2:4][N:5]1[C:13]2[C:8](=[CH:9][C:10]([F:14])=[CH:11][CH:12]=2)[C:7]([CH2:15][C:16]2[CH:21]=[CH:20][C:19]([C:22]#[N:23])=[CH:18][C:17]=2[S:24]([C:27]2[CH:32]=[CH:31][CH:30]=[CH:29][CH:28]=2)(=[O:26])=[O:25])=[C:6]1[CH3:33].[OH-].[Li+].Cl>O1CCCC1>[C:27]1([S:24]([C:17]2[CH:18]=[C:19]([C:22]#[N:23])[CH:20]=[CH:21][C:16]=2[CH2:15][C:7]2[C:8]3[C:13](=[CH:12][CH:11]=[C:10]([F:14])[CH:9]=3)[N:5]([CH2:4][C:3]([OH:34])=[O:2])[C:6]=2[CH3:33])(=[O:26])=[O:25])[CH:28]=[CH:29][CH:30]=[CH:31][CH:32]=1 |f:1.2|. Procedure details: A solution of [3-(2-benzenesulfonyl-4-cyanobenzyl)-5-fluoro-2-methylindol-1-yl]acetic acid methyl ester (0.11 g) in tetrahydrofuran (0.30 mL) was treated with 1.0 M aqueous lithium hydroxide solution (2.0 mL), and the resulting mixture was stirred at room temperature for 2 hours. The mixture was acidified by the addition of 1.0 M aqueous hydrochloric acid solution and concentrated under reduced pressure. The residue was purified by preparative reverse-phase HPLC, eluting with a mixture of aceton... The solvent is O1CCCC1 (tetrahydrofuran). Run at time 2 hour. Yield: 54.3%. The reactants are COC(CN1C(=C(C2=CC(=CC=C12)F)CC1=C(C=C(C=C1)C#N)S(=O)(=O)C1=CC=CC=C1)C)=O ([3-(2-benzenesulfonyl-4-cyanobenzyl)-5-fluoro-2-methylindol-1-yl]acetic acid methyl ester), [OH-].[Li+] (lithium hydroxide), Cl (hydrochloric acid). The reactants are N(O)=C1C(C2=CC(=CC=C2CC1)OC)=O (2-oximino-7-methoxy-3,4-dihydronaphthalen-1(2H)-one), C(C)(=O)OC(C)=O (acetic anhydride). Reagents/catalysts: [Pd] (palladium on carbon). Run at time 3 hour. Product: C(C)(=O)NC1C(C2=CC(=CC=C2CC1)OC)=O (2-Acetamido-7-methoxy-3,4-dihydronaphthalen-1(2H)-one). As a reaction SMILES: [N:1](=[C:3]1[CH2:12][CH2:11][C:10]2[C:5](=[CH:6][C:7]([O:13][CH3:14])=[CH:8][CH:9]=2)[C:4]1=[O:15])O.[C:16](OC(=O)C)(=[O:18])[CH3:17]>[Pd]>[C:16]([NH:1][CH:3]1[CH2:12][CH2:11][C:10]2[C:5](=[CH:6][C:7]([O:13][CH3:14])=[CH:8][CH:9]=2)[C:4]1=[O:15])(=[O:18])[CH3:17]. Procedure details: A mixture of 2-oximino-7-methoxy-3,4-dihydronaphthalen-1(2H)-one (8.7 gm, 0.04 m), palladium on carbon (10%, 1 gm) tetrahydrofuran (150 ml) and acetic anhydride (25 ml) was hydrogenated on a Parr apparatus for 3 hours. The catalyst was filtered, and the solvents were removed under reduced pressure to yield the product as an oil, which was used in the next step without further purification.